Dataset: the Open Reaction Database (ORD), a public repository of structured organic reaction records. Task: describe an organic reaction: reactants, conditions, products, and yield The reactants are C(C1=CC=CC=C1)N (benzylamine), C(C1=CC=CC=C1)OC(=O)N[C@@H](C(C)C)C(=O)NOP(O)(=O)C ([(N-benzyloxycarbonyl-L-valyl)amino]-methylphosphonic acid). The product is N[C@@H](C(C)C)C(=O)NOP(O)(=O)C ((L-valylamino)-methyl-phosphonic acid). As a reaction SMILES: C(N)C1C=CC=CC=1.C(OC([NH:19][C@H:20]([C:24]([NH:26][O:27][P:28]([CH3:31])(=[O:30])[OH:29])=[O:25])[CH:21]([CH3:23])[CH3:22])=O)C1C=CC=CC=1>>[NH2:19][C@H:20]([C:24]([NH:26][O:27][P:28]([CH3:31])(=[O:29])[OH:30])=[O:25])[CH:21]([CH3:23])[CH3:22]. Reported procedure: In a manner analogous to Example 1 b), starting from the benzylamine salt of [(N-benzyloxycarbonyl-L-valyl)amino]-methylphosphonic acid there was obtained (L-valylamino)-methyl-phosphonic acid of melting point 290°-292° C (decomposition); [α]D20 = +67.9° (c = 0.85% in water). The reactants are C1CCOC1, [Li]CCCC, CON(C)C(=O)C1CCCN(C(=O)OC(C)(C)C)C1, CCCCCC, Cc1cc(F)c(F)c([Si](C)(C)C)c1. The product is Cc1cc([Si](C)(C)C)c(F)c(F)c1C(=O)C1CCCN(C(=O)OC(C)(C)C)C1. Reaction SMILES: [CH2:38]1[O:39][CH2:40][CH2:41][CH2:42]1.[CH3:14][CH2:15][CH2:16][CH2:17][Li:18].[CH3:19][O:20][N:21]([C:22](=[O:23])[CH:24]1[CH2:25][N:26]([C:30](=[O:31])[O:32][C:33]([CH3:34])([CH3:35])[CH3:36])[CH2:27][CH2:28][CH2:29]1)[CH3:37].[CH3:43][CH2:44][CH2:45][CH2:46][CH2:47][CH3:48].[F:1][c:2]1[c:3]([Si:10]([CH3:11])([CH3:12])[CH3:13])[cH:4][c:5]([CH3:9])[cH:6][c:7]1[F:8]>>[F:1][c:2]1[c:3]([Si:10]([CH3:11])([CH3:12])[CH3:13])[cH:4][c:5]([CH3:9])[c:6]([C:22](=[O:23])[CH:24]2[CH2:25][N:26]([C:30](=[O:31])[O:32][C:33]([CH3:34])([CH3:35])[CH3:36])[CH2:27][CH2:28][CH2:29]2)[c:7]1[F:8].